From a dataset of the Open Reaction Database (ORD), a public repository of structured organic reaction records. describe an organic reaction: reactants, conditions, products, and yield Starting materials: CSCCNC(OC(C)(C)C)=O (tert-butyl 2-(methylsulfanyl)ethylcarbamate), O1CCCC1 (tetrahydrofuran), O.O.O.O.O.O.O.O.O.O.[O-]S(=O)(=O)[O-].[Na+].[Na+] (sodium sulfate 10 hydrate), [H-].[Al+3].[Li+].[H-].[H-].[H-] (lithium aluminum hydride). Yields the product CN(C(OC(C)(C)C)=O)CCSC (tert-butyl N-methyl-N-[2-(methylsulfanyl)ethyl]carbamate), oil. The yield is 22.0%. As a reaction SMILES: [CH3:1][S:2][CH2:3][CH2:4][NH:5][C:6](=[O:12])[O:7][C:8]([CH3:11])([CH3:10])[CH3:9].[H-].[Al+3].[Li+].[H-].[H-].[H-].O.O.O.O.O.O.O.O.O.O.[O-]S([O-])(=O)=O.[Na+].[Na+].O1CCC[CH2:37]1>>[CH3:37][N:5]([CH2:4][CH2:3][S:2][CH3:1])[C:6](=[O:12])[O:7][C:8]([CH3:9])([CH3:11])[CH3:10] |f:1.2.3.4.5.6,7.8.9.10.11.12.13.14.15.16.17.18.19|. Reported procedure: To a mixture of tert-butyl 2-(methylsulfanyl)ethylcarbamate (3.5 g) and tetrahydrofuran (20 mL) was added lithium aluminum hydride (1.39 g) with stirring under ice-cooling and the mixture was heated under reflux for 2 hrs. After cooling the reaction mixture, sodium sulfate 10 hydrate (5 g) was added, and the solid was filtered off. The filtrate was concentrated and diluted with tetrahydrofuran, and di-tert-butyl dicarbonate was added dropwise with stirring under ice-cooling. After stirring at ro... Reactants: C([O-])([O-])=O.[Na+].[Na+] (sodium carbonate), O (water), CC1(OB(OC1(C)C)C=1C=C2CCCOC2=CC1)C (6-(4,4,5,5-tetramethyl-1,3,2-dioxaborolan-2-yl)chroman), BrC=1N(C2=CC=CC=C2C1C(C(=O)OC)CCC)C (methyl 2-(2-bromo-1-methyl-1H-indol-3-yl)pentanoate). Reagents/catalysts: C1(=CC=CC=C1)P(C1=CC=CC=C1)C1=CC=CC=C1.C1(=CC=CC=C1)P(C1=CC=CC=C1)C1=CC=CC=C1.C1(=CC=CC=C1)P(C1=CC=CC=C1)C1=CC=CC=C1.C1(=CC=CC=C1)P(C1=CC=CC=C1)C1=CC=CC=C1.[Pd] (palladium tetrakis(triphenylphosphine)). Run in CN(C=O)C (N,N-dimethylformamide). Conditions: temperature 110 celsius. The product is O1CCCC2=C1C=CC(=C2)C=2N(C1=CC=CC=C1C2C(C(=O)OC)CCC)C (methyl 2-[2-(3,4-dihydro-2H-1-benzopyran-6-yl)-1-methyl-1H-indol-3-yl]pentanoate). Yield: 85.6%. RXN SMILES: C(=O)([O-])[O-].[Na+].[Na+].O.CC1(C)C(C)(C)OB([C:16]2[CH:17]=[C:18]3[C:23](=[CH:24][CH:25]=2)[O:22][CH2:21][CH2:20][CH2:19]3)O1.Br[C:28]1[N:29]([CH3:45])[C:30]2[C:35]([C:36]=1[CH:37]([CH2:42][CH2:43][CH3:44])[C:38]([O:40][CH3:41])=[O:39])=[CH:34][CH:33]=[CH:32][CH:31]=2>CN(C)C=O.C1(P(C2C=CC=CC=2)C2C=CC=CC=2)C=CC=CC=1.C1(P(C2C=CC=CC=2)C2C=CC=CC=2)C=CC=CC=1.C1(P(C2C=CC=CC=2)C2C=CC=CC=2)C=CC=CC=1.C1(P(C2C=CC=CC=2)C2C=CC=CC=2)C=CC=CC=1.[Pd]>[O:22]1[C:23]2[CH:24]=[CH:25][C:16]([C:28]3[N:29]([CH3:45])[C:30]4[C:35]([C:36]=3[CH:37]([CH2:42][CH2:43][CH3:44])[C:38]([O:40][CH3:41])=[O:39])=[CH:34][CH:33]=[CH:32][CH:31]=4)=[CH:17][C:18]=2[CH2:19][CH2:20][CH2:21]1 |f:0.1.2,7.8.9.10.11|. Procedure details: Under a nitrogen atmosphere, sodium carbonate (370 mg, 3.5 mmol), water (20 mL), palladium tetrakis(triphenylphosphine) (620 mg, 0.54 mmol) and 6-(4,4,5,5-tetramethyl-1,3,2-dioxaborolan-2-yl)chroman (904 mg, 3.48 mmol) were added to a solution of methyl 2-(2-bromo-1-methyl-1H-indol-3-yl)pentanoate (1.13 g, 3.4 mmol) in N,N-dimethylformamide (80 mL). The mixture was heated at 110° C. for 2 hours, concentrated in vacuo and water (40 mL) was added. The aqueous layer was extracted with ethyl acetate... The reactants are BrB(Br)Br, COc1cc(Cl)c(CC2CCN(C3CCCCC3C)C2=O)c(Cl)c1, ClCCl, O. The product is CC1CCCCC1N1CCC(Cc2c(Cl)cc(O)cc2Cl)C1=O. Reaction SMILES: [B:25]([Br:26])([Br:27])[Br:28].[Cl:1][c:2]1[c:3]([CH2:4][CH:5]2[C:6](=[O:17])[N:7]([CH:10]3[CH:11]([CH3:16])[CH2:12][CH2:13][CH2:14][CH2:15]3)[CH2:8][CH2:9]2)[c:18]([Cl:24])[cH:19][c:20]([O:22][CH3:23])[cH:21]1.[Cl:30][CH2:31][Cl:32].[OH2:29]>>[Cl:1][c:2]1[c:3]([CH2:4][CH:5]2[C:6](=[O:17])[N:7]([CH:10]3[CH:11]([CH3:16])[CH2:12][CH2:13][CH2:14][CH2:15]3)[CH2:8][CH2:9]2)[c:18]([Cl:24])[cH:19][c:20]([OH:22])[cH:21]1. Reactants: N,N′-Carbonyldiimidazole, FC=1C(=C(C=CC1)CC(=O)O)[N+](=O)[O-] (2-(3-Fluoro-2-nitrophenyl)acetic acid), C(C1=CC=CC=C1)N1CCC(CC1)N (1-Benzylpiperidin-4-amine). The solvent is O1CCCC1 (tetrahydrofuran). Run at time 30 minute. The product is C(C1=CC=CC=C1)N1CCC(CC1)NC(CC1=C(C(=CC=C1)F)[N+](=O)[O-])=O (N-(1-benzylpiperidin-4-yl)-2-(3-fluoro-2-nitrophenyl)acetamide). Yield: 99.0%. As a reaction SMILES: [F:1][C:2]1[C:3]([N+:12]([O-:14])=[O:13])=[C:4]([CH2:8][C:9]([OH:11])=O)[CH:5]=[CH:6][CH:7]=1.[CH2:15]([N:22]1[CH2:27][CH2:26][CH:25]([NH2:28])[CH2:24][CH2:23]1)[C:16]1[CH:21]=[CH:20][CH:19]=[CH:18][CH:17]=1>O1CCCC1>[CH2:15]([N:22]1[CH2:27][CH2:26][CH:25]([NH:28][C:9](=[O:11])[CH2:8][C:4]2[CH:5]=[CH:6][CH:7]=[C:2]([F:1])[C:3]=2[N+:12]([O-:14])=[O:13])[CH2:24][CH2:23]1)[C:16]1[CH:17]=[CH:18][CH:19]=[CH:20][CH:21]=1. Reported procedure: 2-(3-Fluoro-2-nitrophenyl)acetic acid (1.17 g, 5.88 mmol) was dissolved in tetrahydrofuran (50 ml). N,N′-Carbonyldiimidazole (1.06 g, 6.54 mmol) was added to the mixture in one portion. Reaction stirred at room temperature for 30 minutes. 1-Benzylpiperidin-4-amine (1.15 ml, 6.09 mmol) was added to the mixture in one portion. Reaction stirred at room temperature for 1.25 hours. Reaction was quenched with water. Material was extracted twice with diethyl ether and the aqueous phase was discarded. M... Reactants: CCN, CCO, CC(C)N(C(=O)c1cc([N+](=O)[O-])c(Cl)cc1C(F)(F)F)C1CCCN(C(=O)OC(C)(C)C)C1. Product: CCNc1cc(C(F)(F)F)c(C(=O)N(C(C)C)C2CCCN(C(=O)OC(C)(C)C)C2)cc1[N+](=O)[O-]. As a reaction SMILES: [CH3:34][CH2:35][NH2:36].[CH3:37][CH2:38][OH:39].[Cl:1][c:2]1[cH:3][c:4]([C:30]([F:31])([F:32])[F:33])[c:5]([C:6](=[O:7])[N:8]([CH:9]2[CH2:10][N:11]([C:15](=[O:16])[O:17][C:18]([CH3:19])([CH3:20])[CH3:21])[CH2:12][CH2:13][CH2:14]2)[CH:22]([CH3:23])[CH3:24])[cH:25][c:26]1[N+:27](=[O:28])[O-:29]>>[c:2]1([NH:36][CH2:35][CH3:34])[cH:3][c:4]([C:30]([F:31])([F:32])[F:33])[c:5]([C:6](=[O:7])[N:8]([CH:9]2[CH2:10][N:11]([C:15](=[O:16])[O:17][C:18]([CH3:19])([CH3:20])[CH3:21])[CH2:12][CH2:13][CH2:14]2)[CH:22]([CH3:23])[CH3:24])[cH:25][c:26]1[N+:27](=[O:28])[O-:29]. Reactants: [Cl-].[NH4+] (ammonium chloride), C[O-] (methoxide), C[O-].[Na+] (sodium methoxide), ClC1=NC=CN=C1Cl (2,3 dichloropyrazine). The solvent is CO (methanol). Conditions: time 7 hour. The product is COC1=NC=CN=C1Cl (2-methoxy-3-chloro-pyrazine). As a reaction SMILES: [Cl:1][C:2]1[C:7](Cl)=[N:6][CH:5]=[CH:4][N:3]=1.[CH3:9][O-:10].C[O-].[Na+].[Cl-].[NH4+]>CO>[CH3:9][O:10][C:7]1[C:2]([Cl:1])=[N:3][CH:4]=[CH:5][N:6]=1 |f:2.3,4.5|. Procedure: Commercially available 2,3 dichloropyrazine was dissolved in a suitable amount of methanol to which was added a slight excess of an alkali methoxide, preferably 1.05 equiv. of sodium methoxide. The mixture was then stirred for a period of 1-24 hr, preferably 7 hr, after which time the solution was neutralized with solid ammonium chloride, the solvent removed in vacuo, the residue taken up in an organic solvent chosen from a group consisting of diethyl ether, ethyl acetate, and methylene chloride... Run in C(C)O (ethanol), C1(=CC=CC=C1)C (toluene), O (water). Reaction conditions: temperature 90 celsius, time 15 hour. The product is C(=O)C=1C=C(C=CC1)C1=CC(=CC=C1)C(=O)NCCN1CCCC1 (3′-Formyl-N-[2-(1-pyrrolidinyl)ethyl][1,1′-biphenyl]-3-carboxamide). As a reaction SMILES: C(=O)([O-])[O-].[Na+].[Na+].Br[C:8]1[CH:9]=[C:10]([C:14]([NH:16][CH2:17][CH2:18][N:19]2[CH2:23][CH2:22][CH2:21][CH2:20]2)=[O:15])[CH:11]=[CH:12][CH:13]=1.[CH:24]([C:26]1[CH:27]=[C:28](OB(O)O)[CH:29]=[CH:30][CH:31]=1)=[O:25]>C1(C)C=CC=CC=1.C(O)C.O>[CH:24]([C:26]1[CH:31]=[C:30]([C:8]2[CH:13]=[CH:12][CH:11]=[C:10]([C:14]([NH:16][CH2:17][CH2:18][N:19]3[CH2:23][CH2:22][CH2:21][CH2:20]3)=[O:15])[CH:9]=2)[CH:29]=[CH:28][CH:27]=1)=[O:25] |f:0.1.2|. Procedure details: Palladium tetrakistriphenyl phosphine (735 mg) and 2 M aqueous sodium carbonate (21.2 ml) were added to a solution of 3-bromo-N-[2-(1-pyrrolidinyl)ethyl]phenylcarboxamide (6.31 g) in toluene (50 ml), and then a solution of 3-formylphenylboric acid (3.49 g) in ethanol (15 ml) was added thereto, and the mixture was stirred at 90° C. for 15 hours. The reaction solution was diluted with water and then extracted with diethyl ether. The extract was washed with brine and then dried over anhydrous magne... Starting materials: C(=O)C=1C=C(C=CC1)OB(O)O (3-formylphenylboric acid), Palladium tetrakistriphenyl phosphine, C([O-])([O-])=O.[Na+].[Na+] (sodium carbonate), BrC=1C=C(C=CC1)C(=O)NCCN1CCCC1 (3-bromo-N-[2-(1-pyrrolidinyl)ethyl]phenylcarboxamide). The reactants are O=C1NC(=O)c2ccccc21, C1CCOC1, OCc1c(F)cc2ncccc2c1F, CC(C)OC(=O)N=NC(=O)OC(C)C, c1ccc(P(c2ccccc2)c2ccccc2)cc1. Product: O=C1c2ccccc2C(=O)N1Cc1c(F)cc2ncccc2c1F. RXN SMILES: [C:48]1(=[O:58])[NH:49][C:50](=[O:57])[c:51]2[cH:52][cH:53][cH:54][cH:55][c:56]21.[CH2:59]1[O:60][CH2:61][CH2:62][CH2:63]1.[F:34][c:35]1[c:36]2[cH:37][cH:38][cH:39][n:40][c:41]2[cH:42][c:43]([F:47])[c:44]1[CH2:45][OH:46].[N:1]([C:2]([O:3][CH:4]([CH3:5])[CH3:6])=[O:7])=[N:8][C:9]([O:10][CH:11]([CH3:12])[CH3:13])=[O:14].[c:15]1([P:16]([c:17]2[cH:18][cH:19][cH:20][cH:21][cH:22]2)[c:23]2[cH:24][cH:25][cH:26][cH:27][cH:28]2)[cH:29][cH:30][cH:31][cH:32][cH:33]1>>[F:34][c:35]1[c:36]2[cH:37][cH:38][cH:39][n:40][c:41]2[cH:42][c:43]([F:47])[c:44]1[CH2:45][N:49]1[C:48](=[O:58])[c:56]2[c:51]([cH:52][cH:53][cH:54][cH:55]2)[C:50]1=[O:57].